This data is from the Open Reaction Database (ORD), a public repository of structured organic reaction records. The task is: describe an organic reaction: reactants, conditions, products, and yield Reactants: CO, CC#N, O=C(Cl)CCl, NCC(O)CO. Yields the product O=C(CCl)NCC(O)CO. As a reaction SMILES: [CH3:12][OH:13].[CH3:14][C:15]#[N:16].[Cl:7][CH2:8][C:9](=[O:10])[Cl:11].[NH2:1][CH2:2][CH:3]([CH2:4][OH:5])[OH:6]>>[NH:1]([CH2:2][CH:3]([CH2:4][OH:5])[OH:6])[C:9]([CH2:8][Cl:7])=[O:10].